From a dataset of the Open Reaction Database (ORD), a public repository of structured organic reaction records. describe an organic reaction: reactants, conditions, products, and yield Reactants: [OH-].[Na+] (sodium hydroxide), OC1=C2CCC(OC2=CC(=C1)OC)(C)C (5-hydroxy-7-methoxy-2,2-dimethylchroman), COC(=O)C#CC(=O)OC (dimethylacetylenedicarboxylate). Run in O (water), O1CCOCC1 (dioxan), OS(=O)(=O)O (H2SO4). Conditions: time 2 hour. Product: COC1=CC=2OC(CCC2C=2OC(=CC(C21)=O)C(=O)O)(C)C (8,9-dihydro-5-methoxy-8,8-dimethyl-4-oxo-4H,10H-benzo[1,2-b:3,4-b']dipyran-2-carboxylic acid). The yield is 23.3%. Reaction SMILES: CO[C:3]([C:5]#[C:6][C:7]([O:9]C)=[O:8])=[O:4].[OH:11][C:12]1[CH:21]=[C:20]([O:22][CH3:23])[CH:19]=[C:18]2[C:13]=1[CH2:14][CH2:15][C:16]([CH3:25])([CH3:24])[O:17]2.[OH-].[Na+]>O1CCOCC1.O.OS(O)(=O)=O>[CH3:23][O:22][C:20]1[C:21]2[C:3](=[O:4])[CH:5]=[C:6]([C:7]([OH:9])=[O:8])[O:11][C:12]=2[C:13]2[CH2:14][CH2:15][C:16]([CH3:25])([CH3:24])[O:17][C:18]=2[CH:19]=1 |f:2.3|. Reported procedure: To a solution of dimethylacetylenedicarboxylate (7.5 g) in dioxan (100 ml) containing `Triton 8` (10 drops) was added 5-hydroxy-7-methoxy-2,2-dimethylchroman (10.0 g) and the resulting mixture was warmed on a steam bath for 2 hours. A solution of sodium hydroxide (4.0 g) in water (20 ml) was added and heating was continued for 2 hours more. The organic solvent was removed and water (50 ml) was added to the residue and the mixture was acidified to give an oil which was extracted into ethylacetate... Starting materials: ClCCl, O=C(OO)c1cccc(Cl)c1, FC(F)(F)c1cccc(Nc2nccc(-c3ccncc3)n2)c1, O. Yields the product [O-][n+]1ccc(-c2ccnc(Nc3cccc(C(F)(F)F)c3)n2)cc1. Reaction SMILES: [CH2:36]([Cl:37])[Cl:38].[Cl:24][c:25]1[cH:26][cH:27][cH:28][c:29]([C:30]([O:31][OH:33])=[O:32])[cH:34]1.[F:1][C:2]([c:3]1[cH:4][c:5]([NH:9][c:10]2[n:11][cH:12][cH:13][c:14](-[c:16]3[cH:17][cH:18][n:19][cH:20][cH:21]3)[n:15]2)[cH:6][cH:7][cH:8]1)([F:22])[F:23].[OH2:35]>>[F:1][C:2]([c:3]1[cH:4][c:5]([NH:9][c:10]2[n:11][cH:12][cH:13][c:14](-[c:16]3[cH:17][cH:18][n+:19]([O-:32])[cH:20][cH:21]3)[n:15]2)[cH:6][cH:7][cH:8]1)([F:22])[F:23]. Reactants: O1[C@H]2[C@@H]1C[C@@H]1CC[C@H]3[C@@H]4C[C@@H](C([C@@]4(C)CC[C@@H]3[C@]1(C2)C)=O)N2CCCC2 (2α,3α-epoxy-16β-(1-pyrrolidinyl)-5α-androstan-17-one), [BH4-].[Na+] (Sodium borohydride). Run in CO (methanol), C(Cl)Cl (methylene chloride). Conditions: time 12 hour. The product is O1[C@H]2[C@@H]1C[C@@H]1CC[C@H]3[C@@H]4C[C@@H]([C@@H]([C@@]4(C)CC[C@@H]3[C@]1(C2)C)O)N2CCCC2 (2α,3α-epoxy-16β-(1-pyrrolidinyl)-5α-androstane-17β-ol). As a reaction SMILES: [O:1]1[C@H:3]2[CH2:4][C@H:5]3[C@:18]([CH3:20])([CH2:19][C@@H:2]12)[C@@H:17]1[C@H:8]([C@H:9]2[C@@:13]([CH2:15][CH2:16]1)([CH3:14])[C:12](=[O:21])[C@@H:11]([N:22]1[CH2:26][CH2:25][CH2:24][CH2:23]1)[CH2:10]2)[CH2:7][CH2:6]3.[BH4-].[Na+]>CO.C(Cl)Cl>[O:1]1[C@H:3]2[CH2:4][C@H:5]3[C@:18]([CH3:20])([CH2:19][C@@H:2]12)[C@@H:17]1[C@H:8]([C@H:9]2[C@@:13]([CH2:15][CH2:16]1)([CH3:14])[C@@H:12]([OH:21])[C@@H:11]([N:22]1[CH2:23][CH2:24][CH2:25][CH2:26]1)[CH2:10]2)[CH2:7][CH2:6]3 |f:1.2|. Procedure: After dissolving 39.2 g of 2α,3α-epoxy-16β-(1-pyrrolidinyl)-5α-androstan-17-one in a mixture of 392 ml of methanol and 56 ml of methylene chloride. 14.7 g Sodium borohydride are portionwise added while stirring and introducing nitrogen at such a rate that the temperature reaches room temperature as a maximum. The solution containing a precipitate is left to stand for 12 hours, then methylene chloride is evaporated, and the residue is diluted with water. The precipitate is filtered, thoroughly wa... The reactants are C1(=CC=CC=C1)S(=O)(=O)CC(=O)O (phenylsulfonylacetic acid), O=P(Cl)(Cl)Cl (POCl3), N1=CNC2=C1C=CC(=C2)C(=O)NN (benzimidazol-5-carbohydrazide), COC=1C=CC(=CC1)P2(=S)SP(=S)(S2)C=3C=CC(=CC3)OC (Lawesson's reagent). Yields the product C1(=CC=CC=C1)S(=O)(=O)CC1=NN=C(S1)C1=CC2=C(NC=N2)C=C1 (5-(5-((Phenylsulfonyl)methyl)-1,3,4-thiadiazol-2-yl)-1H-benzo[d]imidazole). As a reaction SMILES: [C:1]1([S:7]([CH2:10][C:11](O)=O)(=[O:9])=[O:8])[CH:6]=[CH:5][CH:4]=[CH:3][CH:2]=1.[N:14]1[C:18]2[CH:19]=[CH:20][C:21]([C:23]([NH:25][NH2:26])=O)=[CH:22][C:17]=2[NH:16][CH:15]=1.COC1C=CC(P2(SP(C3C=CC(OC)=CC=3)(=S)S2)=[S:36])=CC=1.O=P(Cl)(Cl)Cl>>[C:1]1([S:7]([CH2:10][C:11]2[S:36][C:23]([C:21]3[CH:20]=[CH:19][C:18]4[NH:14][CH:15]=[N:16][C:17]=4[CH:22]=3)=[N:25][N:26]=2)(=[O:9])=[O:8])[CH:6]=[CH:5][CH:4]=[CH:3][CH:2]=1. Procedure: The compound was synthesized starting from phenylsulfonylacetic acid (201 mg; 1 mmol), benzimidazol-5-carbohydrazide (176 mg; 1 mmol), Lawesson's reagent (606 mg; 1.5 mmol) and POCl3 (0.137 ml; 1.5 mmol) as described in method 3; yield: 0.051 G (14.3%); MS m/z: 357.1 [M+H]+; 1H-NMR (DMSO d6, 400 MHz): δ 5.51 (s, 2H); 7.63-7.67 (m, 2H); 7.75-7.77 (m, 1H); 7.84-7.87 (m, 3H); 7.98 (dd, 1H, 4J=1.7 Hz, 3J=8.3 Hz); 8.30 (d, 1H, 4J=1.7 Hz); 8.95 (s, 1H); HPLC (METHOD [A]): rt 10.49 min (98.3%)